From a dataset of the Open Reaction Database (ORD), a public repository of structured organic reaction records. describe an organic reaction: reactants, conditions, products, and yield The reactants are C(=O)(OC)C1SCCC1=O (2-carbomethoxy-2,3,4,5-tetrahydrothiophen-3-one), 4-carbomethoxy, C(CO)O (ethylene glycol). The reagents and catalysts are O.O.C1(=CC=C(C=C1)S(=O)(=O)O)C (p-toluenesulfonic acid dihydrate). The solvent is C1=CC=CC=C1 (benzene). The product is O1CCOC12C(SCC2)C(=O)OC (Methyl 1,4-dioxa-7-thiaspiro [4,4]nonane-6-carboxylate). The yield is 72.5%. Reaction SMILES: [C:1]([CH:5]1[C:9](=[O:10])[CH2:8][CH2:7][S:6]1)([O:3][CH3:4])=[O:2].[CH2:11](O)[CH2:12][OH:13]>C1C=CC=CC=1.O.O.C1(C)C=CC(S(O)(=O)=O)=CC=1>[O:13]1[C:9]2([CH2:8][CH2:7][S:6][CH:5]2[C:1]([O:3][CH3:4])=[O:2])[O:10][CH2:11][CH2:12]1 |f:3.4.5|. Reported procedure: A solution of 1.60 g (10.0 mmol) of 2-carbomethoxy-2,3,4,5-tetrahydrothiophen-3-one (contained 15% of the 4-carbomethoxy isomer, Pfaltz and Bauer), 1.4 g (24.0 mmol) of ethylene glycol, and 0.02 g of p-toluenesulfonic acid dihydrate in 20 ml of benzene was heated at reflux in a flask equipped with a Dean-Stark trap for 40 hours. The cooled solution was washed with saturated sodium bicarbonate solution (10 ml), water (3×5 ml), and brine, dried over sodium sulfate, filtered, and concentrated in va... Reactants: ClC=1C=C2C(=C(C(C3(CCOCC3)C2=CC1)=O)C(=O)NC(C)(C(=O)OC(C)(C)C)C)O (1,1-Dimethylethyl N-((6-chloro-4-hydroxy-2-oxo-2′,3′,5′,6′-tetrahydro-spiro[naphthalene-1,4′-pyran]-3-yl)carbonyl)-2-methylalaninate). Solvent: C(=O)(C(F)(F)F)O (TFA). Product: ClC=1C=C2C(=C(C(C3(CCOCC3)C2=CC1)=O)C(=O)NC(C)(C(=O)O)C)O (N-((6-Chloro-4-hydroxy-2-oxo-2′,3′,5′,6′-tetrahydro-spiro[naphthalene-1,4′-pyran]-3-yl)carbonyl)-2-methylalanine). Isolated yield 83.4%. RXN SMILES: [Cl:1][C:2]1[CH:3]=[C:4]2[C:14](=[CH:15][CH:16]=1)[C:8]1([CH2:13][CH2:12][O:11][CH2:10][CH2:9]1)[C:7](=[O:17])[C:6]([C:18]([NH:20][C:21]([CH3:30])([C:23]([O:25]C(C)(C)C)=[O:24])[CH3:22])=[O:19])=[C:5]2[OH:31]>C(O)(C(F)(F)F)=O>[Cl:1][C:2]1[CH:3]=[C:4]2[C:14](=[CH:15][CH:16]=1)[C:8]1([CH2:9][CH2:10][O:11][CH2:12][CH2:13]1)[C:7](=[O:17])[C:6]([C:18]([NH:20][C:21]([CH3:22])([C:23]([OH:25])=[O:24])[CH3:30])=[O:19])=[C:5]2[OH:31]. Procedure details: 1,1-Dimethylethyl N-((6-chloro-4-hydroxy-2-oxo-2′,3′,5′,6′-tetrahydro-spiro[naphthalene-1,4′-pyran]-3-yl)carbonyl)-2-methylalaninate (245 mg, 545 μmol) was dissolved in TFA at ambient temperature for 1 hour before it was concentrated, precipitated with hexanes, filtered, washed with hexanes, and dried in a vacuum oven to give the title compound (179 mg) as a white solid. MS (m/z)=394 (M+H)+. Calculated for C19H20ClNO6 393.10. Reported procedure: 19 g of N-[1-(3,5-dimethoxyphenyl)-2-(3,4-methylenedioxyphenyl)ethylidene]-N′-tosylhydrazine (0.39 mol) prepared as in Example 29. 9.3 g of potassium ter-butoxide (0.83 mol) and 1.9 g of Triton X100® are introduced into a three-necked round-bottomed flask comprising 100 ml of toluene. The mixture is brought to reflux for 3 h, cooled to approximately 90° C. and 70 ml of water are introduced. Separation by settling is carried out and the aqueous phase is re-extracted with 50 ml of toluene. The tol... Reaction SMILES: [CH3:1][O:2][C:3]1[CH:4]=[C:5]([C:11](=NNS(C2C=CC(C)=CC=2)(=O)=O)[CH2:12][C:13]2[CH:18]=CC3OCOC=3[CH:14]=2)[CH:6]=[C:7]([O:9][CH3:10])[CH:8]=1.C[C:35]([CH3:38])([O-:37])[CH3:36].[K+].[C:40]1(C)[CH:45]=CC=C[CH:41]=1>O>[CH3:10][O:9][C:7]1[CH:6]=[C:5](/[CH:11]=[CH:12]/[C:13]2[CH:18]=[CH:38][C:35]([O:37][CH:40]([CH3:45])[CH3:41])=[CH:36][CH:14]=2)[CH:4]=[C:3]([O:2][CH3:1])[CH:8]=1 |f:1.2|. The solvent is O (water). The product is COC=1C=C(C=C(C1)OC)\C=C\C1=CC=C(C=C1)OC(C)C ((E)-3,5-dimethoxy-4′-isopropyloxy-stilbene). The yield is 55.6%. Starting materials: COC=1C=C(C=C(C1)OC)C(CC1=CC2=C(C=C1)OCO2)=NNS(=O)(=O)C2=CC=C(C)C=C2 (N-[1-(3,5-dimethoxyphenyl)-2-(3,4-methylenedioxyphenyl)ethylidene]-N′-tosylhydrazine), CC(C)([O-])C.[K+] (potassium ter-butoxide), C1(=CC=CC=C1)C (toluene). Run at temperature 90 celsius. Reactants: C1CCOC1, CO, [Li+], [OH-], O, COC(=O)c1noc(-c2ccccc2)c1-c1ccccc1. Product: O=C(O)c1noc(-c2ccccc2)c1-c1ccccc1. Reaction SMILES: [CH2:26]1[O:27][CH2:28][CH2:29][CH2:30]1.[CH3:24][OH:25].[Li+:23].[OH-:22].[OH2:31].[c:1]1(-[c:7]2[c:8]([C:18](=[O:19])[O:20][CH3:21])[n:9][o:10][c:11]2-[c:12]2[cH:13][cH:14][cH:15][cH:16][cH:17]2)[cH:2][cH:3][cH:4][cH:5][cH:6]1>>[c:1]1(-[c:7]2[c:8]([C:18](=[O:19])[OH:20])[n:9][o:10][c:11]2-[c:12]2[cH:13][cH:14][cH:15][cH:16][cH:17]2)[cH:2][cH:3][cH:4][cH:5][cH:6]1. The reactants are CCO, Cn1cnc2c([N+](=O)[O-])cccc21, [H][H]. Yields the product Cn1cnc2c(N)cccc21. Reaction SMILES: [CH3:16][CH2:17][OH:18].[CH3:1][n:2]1[cH:3][n:4][c:5]2[c:6]1[cH:7][cH:8][cH:9][c:10]2[N+:11]([O-:12])=[O:13].[H:14][H:15]>>[CH3:1][n:2]1[cH:3][n:4][c:5]2[c:6]1[cH:7][cH:8][cH:9][c:10]2[NH2:11]. The product is O=C(NCCCc1ccc(Cl)cc1)c1ccc(Oc2cc3c(cc2Cl)C(C(=O)O)CCO3)cc1. RXN SMILES: [CH2:42]1[O:43][CH2:44][CH2:45][CH2:46]1.[CH3:39][CH2:40][OH:41].[CH3:47][CH2:48][O:49][C:50](=[O:51])[CH3:52].[Cl:1][c:2]1[cH:3][c:4]2[c:9]([cH:10][c:11]1[O:12][c:13]1[cH:14][cH:15][c:16]([C:19]([NH:20][CH2:21][CH2:22][CH2:23][c:24]3[cH:25][cH:26][c:27]([Cl:30])[cH:28][cH:29]3)=[O:31])[cH:17][cH:18]1)[O:8][CH2:7][CH2:6][CH:5]2[C:32](=[O:33])[O:34][CH2:35][CH3:36].[ClH:53].[Na+:38].[OH-:37]>>[Cl:1][c:2]1[cH:3][c:4]2[c:9]([cH:10][c:11]1[O:12][c:13]1[cH:14][cH:15][c:16]([C:19]([NH:20][CH2:21][CH2:22][CH2:23][c:24]3[cH:25][cH:26][c:27]([Cl:30])[cH:28][cH:29]3)=[O:31])[cH:17][cH:18]1)[O:8][CH2:7][CH2:6][CH:5]2[C:32](=[O:33])[OH:34]. The reactants are C1CCOC1, CCO, CCOC(C)=O, CCOC(=O)C1CCOc2cc(Oc3ccc(C(=O)NCCCc4ccc(Cl)cc4)cc3)c(Cl)cc21, Cl, [Na+], [OH-]. Product: CCOC(=O)c1cc(OC2CN(S(C)(=O)=O)C2)c2cc(C)oc2c1. Starting materials: CS(=O)(=O)Cl, ClCCl, CCOC(=O)c1cc(OC2CNC2)c2cc(C)oc2c1. Reaction SMILES: [CH3:21][S:22]([Cl:23])(=[O:24])=[O:25].[Cl:26][CH2:27][Cl:28].[NH:1]1[CH2:2][CH:3]([O:5][c:6]2[cH:7][c:8]([C:16](=[O:17])[O:18][CH2:19][CH3:20])[cH:9][c:10]3[c:11]2[cH:12][c:13]([CH3:15])[o:14]3)[CH2:4]1>>[N:1]1([S:22]([CH3:21])(=[O:24])=[O:25])[CH2:2][CH:3]([O:5][c:6]2[cH:7][c:8]([C:16](=[O:17])[O:18][CH2:19][CH3:20])[cH:9][c:10]3[c:11]2[cH:12][c:13]([CH3:15])[o:14]3)[CH2:4]1.